This data is from the Open Reaction Database (ORD), a public repository of structured organic reaction records. The task is: describe an organic reaction: reactants, conditions, products, and yield Yields the product C(CCCCCCCC=CC)(=O)OC (methyl 9-undecenoate), methyl 9-pentadecanoate. As a reaction SMILES: [C:1]([O:20][CH3:21])(=[O:19])[CH2:2][CH2:3][CH2:4][CH2:5][CH2:6][CH2:7][CH2:8]/[CH:9]=[CH:10]\[CH2:11]CCCCCCC.CC=CCCCCC>>[C:1]([O:20][CH3:21])(=[O:19])[CH2:2][CH2:3][CH2:4][CH2:5][CH2:6][CH2:7][CH2:8][CH:9]=[CH:10][CH3:11]. Conditions: time 17 hour. The yield is 5.0%. The reactants are C(CCCCCCC\C=C/CCCCCCCC)(=O)OC (methyl oleate), CC=CCCCCC (2-octene). Reported procedure: Reaction was carried out in the same manner as in Example 1, except that a mixture of 1 ml of methyl oleate and 1 ml of 2-octene was used in place of 1 ml of the methyl oleate, the reaction temperature was 70° C., and the reaction time was 17 hours. There were obtained methyl 9-undecenoate in a yield of about 5% and methyl 9-pentadecanoate in a yield of about 7% (estimated from the chromatogram). Besides, metathesis products were obtained independently from methyl oleate and 2-octene. Starting materials: [BH4-].[Na+] (Sodium borohydride), C(C)C1(C(C=2N(C3=CC=C(C=C3C2C)OC)CC1)=O)CC (8,8-diethyl-6,7,8,9-tetrahydro-2-methoxy-10-methylpyrido[1,2-a]indol-9-one). The solvent is C(C)O (ethanol). Conditions: temperature 25 celsius, time 8 hour. The product is C(C)C1(C(C=2N(C3=CC=C(C=C3C2C)OC)CC1)O)CC (8,8-Diethyl-6,7,8,9-tetrahydro-2-methoxy-10-methylpyrido[1,2-a]indol-9-ol). The yield is 73.8%. Reaction SMILES: [BH4-].[Na+].[CH2:3]([C:5]1([CH2:22][CH3:23])[CH2:20][CH2:19][N:8]2[C:9]3[C:14]([C:15]([CH3:16])=[C:7]2[C:6]1=[O:21])=[CH:13][C:12]([O:17][CH3:18])=[CH:11][CH:10]=3)[CH3:4]>C(O)C>[CH2:22]([C:5]1([CH2:3][CH3:4])[CH2:20][CH2:19][N:8]2[C:9]3[C:14]([C:15]([CH3:16])=[C:7]2[CH:6]1[OH:21])=[CH:13][C:12]([O:17][CH3:18])=[CH:11][CH:10]=3)[CH3:23] |f:0.1|. Procedure: Sodium borohydride (380 mg, 10 mmol) was added portionwise to a solution of 8,8-diethyl-6,7,8,9-tetrahydro-2-methoxy-10-methylpyrido[1,2-a]indol-9-one (710 mg, 2.5 mmol) in ethanol (50 mL). The reaction mixture was stirred at 25° C. overnight. The solvent was evaporated in vacuo and the residue partitioned between 1% ammonium hydroxide (30 mL) and chloroform (49 mL). The separated organic layer was dried over MgSO4, filtered, and evaporated to afford 530 mg (74%) of the desired alcohol as a ligh...